Dataset: the Open Reaction Database (ORD), a public repository of structured organic reaction records. Task: describe an organic reaction: reactants, conditions, products, and yield Reaction SMILES: [C:1]([C@H:5]1[CH2:10][CH2:9][C@H:8]([O:11][C:12]2[CH:13]=[C:14]3[C:19](=[CH:20][CH:21]=2)[N:18]=[C:17]([CH2:22][N:23]2C[CH:25]([C:27]([OH:29])=[O:28])[CH2:24]2)[CH:16]=[C:15]3[C:30]([F:33])([F:32])[F:31])[CH2:7][CH2:6]1)([CH3:4])([CH3:3])[CH3:2].C(O)(C(F)(F)F)=O>>[C:1]([C@H:5]1[CH2:6][CH2:7][C@H:8]([O:11][C:12]2[CH:13]=[C:14]3[C:19](=[CH:20][CH:21]=2)[N:18]=[C:17]([CH2:22][NH:23][CH2:24][CH2:25][C:27]([OH:29])=[O:28])[CH:16]=[C:15]3[C:30]([F:33])([F:31])[F:32])[CH2:9][CH2:10]1)([CH3:4])([CH3:2])[CH3:3]. The product is C(C)(C)(C)[C@@H]1CC[C@H](CC1)OC=1C=C2C(=CC(=NC2=CC1)CNCCC(=O)O)C(F)(F)F (3-{[6-(trans-4-tert-Butyl-cyclohexyloxy)-4-trifluoromethyl-quinolin-2-ylmethyl]-amino}-propionic acid). Procedure: Synthesized as per 1-[6-(trans-4-tert-Butyl-cyclohexyloxy)-4-trifluoromethyl-quinolin-2-ylmethyl]-azetidine-3-carboxylic acid (Example 168) using the appropriate amine. ESI-MS(M+H+): 453.2; 1H NMR (400 MHz, METHANOL-d4) Shift 8.15 (d, J=9.29 Hz, 1H), 7.85 (s, 1H), 7.56 (dd, J=2.26, 9.29 Hz, 1H), 7.38 (br. s., 1H), 4.65 (s, 2H), 4.28-4.45 (m, 1H), 3.48 (t, J=6.65 Hz, 2H), 2.88 (t, J=6.78 Hz, 2H), 2.27 (d, J=10.79 Hz, 2H), 1.74-2.03 (m, 2H), 1.38-1.54 (m, 2H), 1.18-1.32 (m, 2H), 1.04-1.18 (m, 1H),... Reactants: C(C)(C)(C)[C@@H]1CC[C@H](CC1)OC=1C=C2C(=CC(=NC2=CC1)CN1CC(C1)C(=O)O)C(F)(F)F (1-[6-(trans-4-tert-Butyl-cyclohexyloxy)-4-trifluoromethyl-quinolin-2-ylmethyl]-azetidine-3-carboxylic acid), amine, C(=O)(C(F)(F)F)O (TFA).